This data is from the Open Reaction Database (ORD), a public repository of structured organic reaction records. The task is: describe an organic reaction: reactants, conditions, products, and yield The reactants are ClC1=C(C=NC2=CC(=C(C=C12)OC)OC)C#N (4-chloro-6,7-dimethoxy-3-quinolinecarbonitrile), NC1=CC(=C(C=C1)O)Cl (4-amino-2-chlorophenol), Cl.N1=CC=CC=C1 (pyridine hydrochloride), C(C)OC(C)O (ethoxyethanol), C([O-])([O-])=O.[Na+].[Na+] (sodium carbonate), Cl (hydrogen chloride). The solvent is O (water). Product: ClC=1C=C(C=CC1O)NC1=C(C=NC2=CC(=C(C=C12)OC)OC)C#N (4-(3-chloro-4-hydroxy-phenylamino)-6,7-dimethoxy-quinoline-3-carbonitrile). The yield is 71.9%. Reaction SMILES: Cl[C:2]1[C:11]2[C:6](=[CH:7][C:8]([O:14][CH3:15])=[C:9]([O:12][CH3:13])[CH:10]=2)[N:5]=[CH:4][C:3]=1[C:16]#[N:17].[NH2:18][C:19]1[CH:24]=[CH:23][C:22]([OH:25])=[C:21]([Cl:26])[CH:20]=1.Cl.N1C=CC=CC=1.C(OC(O)C)C.C(=O)([O-])[O-].[Na+].[Na+].Cl>O>[Cl:26][C:21]1[CH:20]=[C:19]([NH:18][C:2]2[C:11]3[C:6](=[CH:7][C:8]([O:14][CH3:15])=[C:9]([O:12][CH3:13])[CH:10]=3)[N:5]=[CH:4][C:3]=2[C:16]#[N:17])[CH:24]=[CH:23][C:22]=1[OH:25] |f:2.3,5.6.7|. Procedure: A mixture of 0.249 g of 4-chloro-6,7-dimethoxy-3-quinolinecarbonitrile, 0.144 g of 4-amino-2-chlorophenol, 20 mg of pyridine hydrochloride, and 10 ml of ethoxyethanol was stirred under nitrogen, at reflux temperature for 30 minutes. The mixture was cooled and added to 40 ml of water. To this mixture was added sodium carbonate and concentrated hydrogen chloride to adjust pH to 7. The product was collected, washed with water, and dried to give 0.256 g of 4-(3-chloro-4-hydroxy-phenylamino)-6,7-dime... Reactants: C(C)(=O)OC(C)=O (acetic anhydride), C1(=CC=C(C=C1)S(=O)(=O)O)C (p-toluenesulfonic acid), 3-acetoxy-3,5-diene, diol, 3-acetoxy-3,5-diene, [BH4-].[Ca+2].[BH4-] (calcium borohydride), Cl(=O)(=O)(=O)O (perchloric acid), C([O-])([O-])=O.[Na+].[Na+] (sodium carbonate), C(C)(=O)OC(C)=O (acetic anhydride), 2β,19-(ethylene)androst-4-ene-3,17-dione. Solvent: C(C)O (ethanol), N1=CC=CC=C1 (pyridine), C(C)(=O)OCC (ethyl acetate). The product is anhydride, C(C)(=O)OC(C)=O (acetic anhydride), CC(=O)CC(=O)O (diacetate). Reaction SMILES: [C:1]([O:4][C:5](=[O:7])[CH3:6])(=[O:3])[CH3:2].[C:8]1([CH3:18])C=CC(S(O)(=O)=O)=C[CH:9]=1.Cl(O)(=O)(=O)=[O:20].[C:24](=[O:27])([O-])[O-:25].[Na+].[Na+].[BH4-].[Ca+2].[BH4-]>C(O)C.C(OCC)(=O)C.N1C=CC=CC=1>[C:1]([O:4][C:5](=[O:7])[CH3:6])(=[O:3])[CH3:2].[CH3:9][C:8]([CH2:18][C:24]([OH:25])=[O:27])=[O:20] |f:3.4.5,6.7.8|. Procedure details: If 2β,19-(ethylene)-androst-4-ene-3,17-dione is reduced with sodium borohydride in ethanol, the corresponding Δ4 -3β,17β-diol is obtained. To obtain the Δ5 -3β,17β-diol, the 2β,19-(ethylene)androst-4-ene-3,17-dione is first converted to the corresponding 3-acetoxy-3,5-diene. This conversion is accomplished by treating the dione with acetic anhydride in the presence of a catalytic amount of an acid such as p-toluenesulfonic acid followed by the addition of pyridine, or the conversion can be accom... Reactants: C(C)(=O)OCC1=C(C=C(C=C1N1C(C=2N(C=3CCCCC3C2)CC1)=O)F)N1C(C=2N(C=3CCCCC3C2)CC1)=O (4-fluoro-2-(1-oxo-3,4,6,7,8,9-hexahydropyrazino[1,2-a]indol-2(1H)-yl)-6-(1-oxo-3,4,6,7,8,9-hexahydropyrazino[1,2-a]indol-2(1H)-yl)benzyl acetate), N1(CCC1)CC1=CC(=NN1C)NC=1C(N(C=C(C1)Br)C)=O (3-(5-(Azetidin-1-ylmethyl)-1-methyl-1H-pyrazol-3-ylamino)-5-bromo-1-methylpyridin-2(1H)-one), C([O-])([O-])=O.[Na+].[Na+] (sodium carbonate). The reagents and catalysts are C=1C=CC(=CC1)[P](C=2C=CC=CC2)(C=3C=CC=CC3)[Pd]([P](C=4C=CC=CC4)(C=5C=CC=CC5)C=6C=CC=CC6)([P](C=7C=CC=CC7)(C=8C=CC=CC8)C=9C=CC=CC9)[P](C=1C=CC=CC1)(C=1C=CC=CC1)C=1C=CC=CC1 (tetrakis(triphenylphosphine)palladium(0)). The solvent is COCCOC (1,2-Dimethoxyethane). Conditions: temperature 130 celsius. The product is C(C)(=O)OCC1=C(C=C(C=C1N1C(C=2N(C=3CCCCC3C2)CC1)=O)F)C1=CN(C(C(=C1)NC1=NN(C(=C1)CN1CCC1)C)=O)C (2-(5-(5-(Azetidin-1-ylmethyl)-1-methyl-1H-pyrazol-3-ylamino)-1-methyl-6-oxo-1,6-dihydropyridin-3-yl)-4-fluoro-6-(1-oxo-3,4,6,7,8,9-hexahydropyrazino[1,2-a]indol-2(1H)-yl)benzyl Acetate). The yield is 95.6%. Reaction SMILES: [C:1]([O:4][CH2:5][C:6]1[C:11]([N:12]2[CH2:24][CH2:23][N:15]3[C:16]4[CH2:17][CH2:18][CH2:19][CH2:20][C:21]=4[CH:22]=[C:14]3[C:13]2=[O:25])=[CH:10][C:9]([F:26])=[CH:8][C:7]=1N1CCN2C3CCCCC=3C=C2C1=O)(=[O:3])[CH3:2].[N:41]1([CH2:45][C:46]2[N:50]([CH3:51])[N:49]=[C:48]([NH:52][C:53]3[C:54](=[O:61])[N:55]([CH3:60])[CH:56]=[C:57](Br)[CH:58]=3)[CH:47]=2)[CH2:44][CH2:43][CH2:42]1.C(=O)([O-])[O-].[Na+].[Na+]>C1C=CC([P]([Pd]([P](C2C=CC=CC=2)(C2C=CC=CC=2)C2C=CC=CC=2)([P](C2C=CC=CC=2)(C2C=CC=CC=2)C2C=CC=CC=2)[P](C2C=CC=CC=2)(C2C=CC=CC=2)C2C=CC=CC=2)(C2C=CC=CC=2)C2C=CC=CC=2)=CC=1.COCCOC>[C:1]([O:4][CH2:5][C:6]1[C:11]([N:12]2[CH2:24][CH2:23][N:15]3[C:16]4[CH2:17][CH2:18][CH2:19][CH2:20][C:21]=4[CH:22]=[C:14]3[C:13]2=[O:25])=[CH:10][C:9]([F:26])=[CH:8][C:7]=1[C:57]1[CH:58]=[C:53]([NH:52][C:48]2[CH:47]=[C:46]([CH2:45][N:41]3[CH2:44][CH2:43][CH2:42]3)[N:50]([CH3:51])[N:49]=2)[C:54](=[O:61])[N:55]([CH3:60])[CH:56]=1)(=[O:3])[CH3:2] |f:2.3.4,^1:71,73,92,111|. Reported procedure: Following Example 121b, 4-fluoro-2-(1-oxo-3,4,6,7,8,9-hexahydropyrazino[1,2-a]indol-2(1H)-yl)-6-(4,4,5,5-tetramethyl-1,3,2-dioxaborolan-2-yl)benzyl acetate 210d (202 mg, 0.42 mmol), 3-(5-(azetidin-1-ylmethyl)-1-methyl-1H-pyrazol-3-ylamino)-5-bromo-1-methylpyridin-2(1H)-one 200c (105 mg, 0.3 mmol), 1M sodium carbonate solution (1.2 mL, 1.2 mmol), tetrakis(triphenylphosphine)palladium(0) (18 mg, 0.015 mmol) and 1,2-Dimethoxyethane (3 mL) were heated at 130° C. for 10 minutes in the microwave react... Starting materials: C1CCOC1, CSc1cnc(Cl)nc1, [H-], [Na+], CCCS(=O)(=O)Nc1nc(-c2ncccn2)nc(OCCO)c1Oc1ccccc1OC, O=C(O)CC(O)(CC(=O)O)C(=O)O. The product is CCCS(=O)(=O)Nc1nc(-c2ncccn2)nc(OCCOc2ncc(SC)cn2)c1Oc1ccccc1OC. Reaction SMILES: [CH2:57]1[O:58][CH2:59][CH2:60][CH2:61]1.[Cl:35][c:36]1[n:37][cH:38][c:39]([S:42][CH3:43])[cH:40][n:41]1.[H-:33].[Na+:34].[OH:1][CH2:2][CH2:3][O:4][c:5]1[c:6]([O:24][c:25]2[c:26]([O:31][CH3:32])[cH:27][cH:28][cH:29][cH:30]2)[c:7]([NH:17][S:18](=[O:19])(=[O:20])[CH2:21][CH2:22][CH3:23])[n:8][c:9](-[c:11]2[n:12][cH:13][cH:14][cH:15][n:16]2)[n:10]1.[OH:44][C:45]([CH2:46][C:47]([C:48](=[O:49])[OH:50])([CH2:51][C:52](=[O:53])[OH:54])[OH:55])=[O:56]>>[O:1]([CH2:2][CH2:3][O:4][c:5]1[c:6]([O:24][c:25]2[c:26]([O:31][CH3:32])[cH:27][cH:28][cH:29][cH:30]2)[c:7]([NH:17][S:18](=[O:19])(=[O:20])[CH2:21][CH2:22][CH3:23])[n:8][c:9](-[c:11]2[n:12][cH:13][cH:14][cH:15][n:16]2)[n:10]1)[c:36]1[n:37][cH:38][c:39]([S:42][CH3:43])[cH:40][n:41]1. Product: N#CCc1nc(O)c2c(n1)CCCS2. As a reaction SMILES: [CH3:18][S:19]([CH3:20])=[O:21].[Cl:1][CH2:2][c:3]1[n:4][c:5]([OH:13])[c:6]2[c:7]([n:8]1)[CH2:9][CH2:10][CH2:11][S:12]2.[Na:14][C:15]#[N:16].[OH2:17]>>[CH2:2]([c:3]1[n:4][c:5]([OH:13])[c:6]2[c:7]([n:8]1)[CH2:9][CH2:10][CH2:11][S:12]2)[C:15]#[N:16]. Starting materials: CS(C)=O, Oc1nc(CCl)nc2c1SCCC2, N#C[Na], O. Starting materials: CCOC(=O)c1cn2ncc(C#N)c(O)c2c1OC, O=P(Cl)(Cl)Cl. Product: CCOC(=O)c1cn2ncc(C#N)c(Cl)c2c1OC. Reaction SMILES: [CH2:1]([CH3:2])[O:3][C:4](=[O:5])[c:6]1[c:7]([O:18][CH3:19])[c:8]2[n:9]([n:10][cH:11][c:12]([C:15]#[N:16])[c:13]2[OH:14])[cH:17]1.[P:20]([Cl:21])([Cl:22])([Cl:23])=[O:24]>>[CH2:1]([CH3:2])[O:3][C:4](=[O:5])[c:6]1[c:7]([O:18][CH3:19])[c:8]2[n:9]([n:10][cH:11][c:12]([C:15]#[N:16])[c:13]2[Cl:22])[cH:17]1. Reactants: N1N=CC(=C1)C1=CN=C2C(=N1)N(N=N2)CC=2C=C1C=CC=NC1=CC2 (6-[6-(1H-pyrazol-4-yl)-[1,2,3]triazolo[4,5-b]pyrazin-1-ylmethyl]-quinoline), C(=O)([O-])[O-].[Cs+].[Cs+] (Cs2CO3), CC1(OC1)C (2,2-dimethyl-oxirane). The solvent is CN(C)C=O (DMF). Conditions: temperature 80 celsius, time 16 hour. Product: CC(CN1N=CC(=C1)C=1N=C2C(=NC1)N=NN2CC=2C=C1C=CC=NC1=CC2)(C)O (2-methyl-1-[4-(3-quinolin-6-ylmethyl-3H-[1,2,3]triazolo[4,5-b]pyrazin-5-yl)-pyrazol-1-yl]-propan-2-ol). Isolated yield 22.0%. Reaction SMILES: [NH:1]1[CH:5]=[C:4]([C:6]2[N:11]=[C:10]3[N:12]([CH2:15][C:16]4[CH:17]=[C:18]5[C:23](=[CH:24][CH:25]=4)[N:22]=[CH:21][CH:20]=[CH:19]5)[N:13]=[N:14][C:9]3=[N:8][CH:7]=2)[CH:3]=[N:2]1.C([O-])([O-])=O.[Cs+].[Cs+].[CH3:32][C:33]1([CH3:36])[CH2:35][O:34]1>CN(C=O)C>[CH3:32][C:33]([OH:34])([CH3:36])[CH2:35][N:2]1[CH:3]=[C:4]([C:6]2[N:11]=[C:10]3[N:12]([CH2:15][C:16]4[CH:17]=[C:18]5[C:23](=[CH:24][CH:25]=4)[N:22]=[CH:21][CH:20]=[CH:19]5)[N:13]=[N:14][C:9]3=[N:8][CH:7]=2)[CH:5]=[N:1]1 |f:1.2.3|. Procedure: To a suspension of 6-[6-(1H-pyrazol-4-yl)-[1,2,3]triazolo[4,5-b]pyrazin-1-ylmethyl]-quinoline (50 mg, 0.15 mmol) and Cs2CO3 (50 mg, 0.15 mmol) in DMF (2 mL) was added 2,2-dimethyl-oxirane. The reaction was stirred at 80° C. for 16 hours. The reaction was then purified with a reverse-phased preparative HPLC eluting with acetonitrile-water having 0.1% acetic acid to yield 2-methyl-1-[4-(3-quinolin-6-ylmethyl-3H-[1,2,3]triazolo[4,5-b]pyrazin-5-yl)-pyrazol-1-yl]-propan-2-ol (13 mg, 22% yield). Product: FC(F)(F)c1cccc(CN2CCCN(c3ccc4nnc(C(F)(F)F)n4n3)CC2)c1. RXN SMILES: [F:21][C:22]([c:23]1[cH:24][c:25]([CH:26]=[O:27])[cH:28][cH:29][cH:30]1)([F:31])[F:32].[N:1]1([c:8]2[cH:9][cH:10][c:11]3[n:12]([n:13]2)[c:14]([C:17]([F:18])([F:19])[F:20])[n:15][n:16]3)[CH2:2][CH2:3][NH:4][CH2:5][CH2:6][CH2:7]1>>[N:1]1([c:8]2[cH:9][cH:10][c:11]3[n:12]([n:13]2)[c:14]([C:17]([F:18])([F:19])[F:20])[n:15][n:16]3)[CH2:2][CH2:3][N:4]([CH2:26][c:25]2[cH:24][c:23]([C:22]([F:21])([F:31])[F:32])[cH:30][cH:29][cH:28]2)[CH2:5][CH2:6][CH2:7]1. Starting materials: O=Cc1cccc(C(F)(F)F)c1, FC(F)(F)c1nnc2ccc(N3CCCNCC3)nn12.